From a dataset of the Open Reaction Database (ORD), a public repository of structured organic reaction records. describe an organic reaction: reactants, conditions, products, and yield Starting materials: C([O-])([O-])=O.[K+].[K+] (potassium carbonate), OC1=CC=C(C(=O)OC)C=C1 (methyl 4-hydroxybenzoate), CC(=O)C (acetone). The solvent is C(C=C)Br (allyl bromide). Product: C(C=C)OC1=CC=C(C(=O)OC)C=C1 (methyl 4-allyloxybenzoate). Reaction SMILES: C(=O)([O-])[O-].[K+].[K+].[OH:7][C:8]1[CH:17]=[CH:16][C:11]([C:12]([O:14][CH3:15])=[O:13])=[CH:10][CH:9]=1.[CH3:18][C:19]([CH3:21])=O>C(Br)C=C>[CH2:21]([O:7][C:8]1[CH:9]=[CH:10][C:11]([C:12]([O:14][CH3:15])=[O:13])=[CH:16][CH:17]=1)[CH:19]=[CH2:18] |f:0.1.2|. Procedure: Anhydrous potassium carbonate (55 g) in acetone (400 ml) and allyl bromide (41.5 ml) were added to a stirred solution of methyl 4-hydroxybenzoate (60.8 g). The mixture was heated at reflux for 18 hours. The reaction mixture was cooled to ambient temperature, filtered and the residue washed with ethyl acetate. The filtrates and washings were combined, evaporated and the residue dissolved in dichloromethane. The organic phase was washed with 1M aqueous sodium hydroxide (2×75 ml), water, brine and ... The reactants are [Li]CCCC, CC(C)[Si](Cl)(C(C)C)C(C)C, O=[N+]([O-])c1ccc2cc[nH]c2c1, C1CCOC1. The product is CC(C)[Si](C(C)C)(C(C)C)n1ccc2ccc([N+](=O)[O-])cc21. As a reaction SMILES: [CH2:13]([Li:14])[CH2:15][CH2:16][CH3:17].[Cl:18][Si:19]([CH:20]([CH3:21])[CH3:22])([CH:23]([CH3:24])[CH3:25])[CH:26]([CH3:27])[CH3:28].[N+:1](=[O:2])([O-:3])[c:4]1[cH:5][cH:6][c:7]2[cH:8][cH:9][nH:10][c:11]2[cH:12]1.[O:29]1[CH2:30][CH2:31][CH2:32][CH2:33]1>>[N+:1](=[O:2])([O-:3])[c:4]1[cH:5][cH:6][c:7]2[cH:8][cH:9][n:10]([Si:19]([CH:20]([CH3:21])[CH3:22])([CH:23]([CH3:24])[CH3:25])[CH:26]([CH3:27])[CH3:28])[c:11]2[cH:12]1.